Dataset: the Open Reaction Database (ORD), a public repository of structured organic reaction records. Task: describe an organic reaction: reactants, conditions, products, and yield Reactants: CC1(OB(OC1(C)C)C=1C=C(C=CC1)C=1C(=CC=CC1)C#N)C (3′-(4,4,5,5-tetramethyl[1,3,2]dioxaborolan-2-yl)biphenyl-2-carbonitrile), [F-].[K+] (potassium fluoride), ClC1=C2C=CC(=NC2=NC=C1)C (5-chloro-2-methyl-[1,8]naphthyridine). Reagents/catalysts: C=1C=CC(=CC1)/C=C/C(=O)/C=C/C2=CC=CC=C2.C=1C=CC(=CC1)/C=C/C(=O)/C=C/C2=CC=CC=C2.C=1C=CC(=CC1)/C=C/C(=O)/C=C/C2=CC=CC=C2.[Pd].[Pd] (tris(dibenzylideneacetone)dipalladium(0)). Conditions: time 18 hour. Yields the product CC1=CC=C2C(=CC=NC2=N1)C=1C=C(C=CC1)C=1C(=CC=CC1)C#N (3′-(7-methyl-[1,8]naphthyridin-4-yl)biphenyl-2-carbonitrile). The yield is 8.1%. As a reaction SMILES: CC1(C)C(C)(C)OB([C:9]2[CH:10]=[C:11]([C:15]3[C:16]([C:21]#[N:22])=[CH:17][CH:18]=[CH:19][CH:20]=3)[CH:12]=[CH:13][CH:14]=2)O1.[F-].[K+].Cl[C:27]1[CH:36]=[CH:35][N:34]=[C:33]2[C:28]=1[CH:29]=[CH:30][C:31]([CH3:37])=[N:32]2>C1C=CC(/C=C/C(/C=C/C2C=CC=CC=2)=O)=CC=1.C1C=CC(/C=C/C(/C=C/C2C=CC=CC=2)=O)=CC=1.C1C=CC(/C=C/C(/C=C/C2C=CC=CC=2)=O)=CC=1.[Pd].[Pd]>[CH3:37][C:31]1[N:32]=[C:33]2[C:28]([C:27]([C:9]3[CH:10]=[C:11]([C:15]4[C:16]([C:21]#[N:22])=[CH:17][CH:18]=[CH:19][CH:20]=4)[CH:12]=[CH:13][CH:14]=3)=[CH:36][CH:35]=[N:34]2)=[CH:29][CH:30]=1 |f:1.2,4.5.6.7.8|. Reported procedure: A mixture of tris(dibenzylideneacetone)dipalladium(0) (23 mg, 0.025 mmol), 3′-(4,4,5,5-tetramethyl[1,3,2]dioxaborolan-2-yl)biphenyl-2-carbonitrile (384 mg, 1.3 mmol), potassium fluoride (161 mg, 2.8 mmol) and 5-chloro-2-methyl-[1,8]naphthyridine (prepared as described by G. B. Barlin and W. L. Tan, Aust. J. Chem., 1984, 37, 1065-73; 150 mg, 0.84 mmol) was degassed by evacuating the reaction vessel and refilling it with nitrogen. Tri-tert-butylphosphine (0.50 ml of a 0.1 M solution in THF) and TH... Starting materials: COCOc1cccnc1Cc1ccc(NC(=O)C2=Cc3cc(-c4ccc(C)cc4)ccc3OCC2)cc1, [Na+], [Na+], C1CCOC1, O=C(OO)c1cccc(Cl)c1, O=S([O-])([O-])=S. The product is COCOc1ccc[n+]([O-])c1Cc1ccc(NC(=O)C2=Cc3cc(-c4ccc(C)cc4)ccc3OCC2)cc1. As a reaction SMILES: [CH3:1][O:2][CH2:3][O:4][c:5]1[c:6]([CH2:11][c:12]2[cH:13][cH:14][c:15]([NH:18][C:19](=[O:20])[C:21]3=[CH:27][c:26]4[c:25]([cH:31][cH:30][c:29](-[c:32]5[cH:33][cH:34][c:35]([CH3:38])[cH:36][cH:37]5)[cH:28]4)[O:24][CH2:23][CH2:22]3)[cH:16][cH:17]2)[n:7][cH:8][cH:9][cH:10]1.[Na+:55].[Na+:56].[O:57]1[CH2:58][CH2:59][CH2:60][CH2:61]1.[OH:39][O:40][C:41]([c:42]1[cH:43][c:44]([Cl:45])[cH:46][cH:47][cH:48]1)=[O:49].[S:50]([O-:51])([O-:52])(=[O:53])=[S:54]>>[CH3:1][O:2][CH2:3][O:4][c:5]1[c:6]([CH2:11][c:12]2[cH:13][cH:14][c:15]([NH:18][C:19](=[O:20])[C:21]3=[CH:27][c:26]4[c:25]([cH:31][cH:30][c:29](-[c:32]5[cH:33][cH:34][c:35]([CH3:38])[cH:36][cH:37]5)[cH:28]4)[O:24][CH2:23][CH2:22]3)[cH:16][cH:17]2)[n+:7]([O-:39])[cH:8][cH:9][cH:10]1.